From a dataset of the Open Reaction Database (ORD), a public repository of structured organic reaction records. describe an organic reaction: reactants, conditions, products, and yield Reactants: C1CCOC1, C[Si](C)(C)C#Cc1cc(Cl)c2c(c1)CN(Cc1ccc(OC(F)(F)F)cc1)C2=O, O. The product is C#Cc1cc(Cl)c2c(c1)CN(Cc1ccc(OC(F)(F)F)cc1)C2=O. As a reaction SMILES: [CH2:31]1[O:32][CH2:33][CH2:34][CH2:35]1.[Cl:1][c:2]1[cH:3][c:4]([C:24]#[C:25][Si:26]([CH3:27])([CH3:28])[CH3:29])[cH:5][c:6]2[c:10]1[C:9](=[O:11])[N:8]([CH2:12][c:13]1[cH:14][cH:15][c:16]([O:19][C:20]([F:21])([F:22])[F:23])[cH:17][cH:18]1)[CH2:7]2.[OH2:30]>>[Cl:1][c:2]1[cH:3][c:4]([C:24]#[CH:25])[cH:5][c:6]2[c:10]1[C:9](=[O:11])[N:8]([CH2:12][c:13]1[cH:14][cH:15][c:16]([O:19][C:20]([F:21])([F:22])[F:23])[cH:17][cH:18]1)[CH2:7]2. Starting materials: BrC=1C(=C2C(=NC1)NC(=N2)C2=CC=C(C=C2)N(C)C)N2CCN(CC2)C(=O)NC2=CC=CC=C2 (4-(6-bromo-2-(4-(dimethylamino)phenyl)-3H-imidazo[4,5-b]pyridin-7-yl)-N-phenylpiperazine-1-carboxamide), COC1=CC=C(C=C1)C=O (4-methoxybenzene carboxaldehyde), BrC=1C(=C(C(=NC1)N)[N+](=O)[O-])N1CCN(CC1)C(C)C1=CC=NC=C1 (5-bromo-3-nitro-4-(4-(1-(pyridin-4-yl)ethyl)piperazin-1-yl)pyridin-2-amine), [O-]S(=O)S(=O)[O-].[Na+].[Na+] (Na2S2O4). The solvent is CN(C)C=O (DMF). Conditions: time 16 hour. The product is BrC=1C(=C2C(=NC1)NC(=N2)C2=CC=C(C=C2)OC)N2CCN(CC2)C(C)C2=CC=NC=C2 (6-Bromo-2-(4-methoxyphenyl)-7-(4-(1-(pyridin-4-yl)ethyl)piperazin-1-yl)-3H-imidazo[4,5-b]pyridine). Yield: 41.1%. RXN SMILES: BrC1C(N2CCN(C(NC3C=CC=CC=3)=O)CC2)=C2N=C(C3C=CC(N(C)C)=CC=3)NC2=NC=1.[Br:35][C:36]1[C:37]([N:46]2[CH2:51][CH2:50][N:49]([CH:52]([C:54]3[CH:59]=[CH:58][N:57]=[CH:56][CH:55]=3)[CH3:53])[CH2:48][CH2:47]2)=[C:38]([N+:43]([O-])=O)[C:39]([NH2:42])=[N:40][CH:41]=1.[O-]S(S([O-])=O)=O.[Na+].[Na+].[CH3:68][O:69][C:70]1[CH:75]=[CH:74][C:73]([CH:76]=O)=[CH:72][CH:71]=1>CN(C=O)C>[Br:35][C:36]1[C:37]([N:46]2[CH2:51][CH2:50][N:49]([CH:52]([C:54]3[CH:59]=[CH:58][N:57]=[CH:56][CH:55]=3)[CH3:53])[CH2:48][CH2:47]2)=[C:38]2[N:43]=[C:76]([C:73]3[CH:74]=[CH:75][C:70]([O:69][CH3:68])=[CH:71][CH:72]=3)[NH:42][C:39]2=[N:40][CH:41]=1 |f:2.3.4|. Procedure details: This was prepared using the same procedure as for 4-(6-bromo-2-(4-(dimethylamino)phenyl)-3H-imidazo[4,5-b]pyridin-7-yl)-N-phenylpiperazine-1-carboxamide, but here using 5-bromo-3-nitro-4-(4-(1-(pyridin-4-yl)ethyl)piperazin-1-yl)pyridin-2-amine (30 mg, 0.074 mmol), DMF (1 mL), 1M Na2S2O4 (3 eq, 0.22 mmol, 0.22 mL) and 4-methoxybenzene carboxaldehyde (1.05 eq, 0.077 mmol, 0.0096 mL). After 16 h, filtration of the precipitate and washing with ethanol (1 mL) and cold water (1 mL) gave the product (1...